The task is: describe an organic reaction: reactants, conditions, products, and yield. This data is from the Open Reaction Database (ORD), a public repository of structured organic reaction records. Product: CC(C)C(c1cc2cc(Cl)ccc2n1Cc1ccccc1)N(CCCN)C(=O)c1ccccc1. Reactants: CC(C)C(c1cc2cc(Cl)ccc2n1Cc1ccccc1)N(CCCN1C(=O)c2ccccc2C1=O)C(=O)c1ccccc1, CCO, NN, O. As a reaction SMILES: [CH2:1]([c:2]1[cH:3][cH:4][cH:5][cH:6][cH:7]1)[n:8]1[c:9]([CH:18]([CH:19]([CH3:20])[CH3:21])[N:22]([C:23]([c:24]2[cH:25][cH:26][cH:27][cH:28][cH:29]2)=[O:30])[CH2:31][CH2:32][CH2:33][N:34]2[C:35](=[O:36])[c:37]3[c:38]([cH:39][cH:40][cH:41][cH:42]3)[C:43]2=[O:44])[cH:10][c:11]2[cH:12][c:13]([Cl:17])[cH:14][cH:15][c:16]12.[CH3:48][CH2:49][OH:50].[NH2:45][NH2:46].[OH2:47]>>[CH2:1]([c:2]1[cH:3][cH:4][cH:5][cH:6][cH:7]1)[n:8]1[c:9]([CH:18]([CH:19]([CH3:20])[CH3:21])[N:22]([C:23]([c:24]2[cH:25][cH:26][cH:27][cH:28][cH:29]2)=[O:30])[CH2:31][CH2:32][CH2:33][NH2:34])[cH:10][c:11]2[cH:12][c:13]([Cl:17])[cH:14][cH:15][c:16]12. Reactants: C(C)(=O)C1=C(NC2=CC(=CC=C12)C(=O)OC)CCC (methyl 3-acetyl-2-propylindole-6-carboxylate), [H-].[Na+] (sodium hydride), ClC1=C(CBr)C=CC=C1 (2-chlorobenzyl bromide). Solvent: C(C)(=O)OCC (ethyl acetate), CN(C=O)C (dimethylformamide). Reaction conditions: temperature 20 celsius, time 30 minute. Yields the product C(C)(=O)C1=C(N(C2=CC(=CC=C12)C(=O)OC)CC1=C(C=CC=C1)Cl)CCC (methyl 3-acetyl-1-(2-chlorobenzyl)-2-propylindole-6-carboxylate). Reaction SMILES: [C:1]([C:4]1[C:12]2[C:7](=[CH:8][C:9]([C:13]([O:15][CH3:16])=[O:14])=[CH:10][CH:11]=2)[NH:6][C:5]=1[CH2:17][CH2:18][CH3:19])(=[O:3])[CH3:2].[H-].[Na+].[Cl:22][C:23]1[CH:30]=[CH:29][CH:28]=[CH:27][C:24]=1[CH2:25]Br>CN(C)C=O.C(OCC)(=O)C>[C:1]([C:4]1[C:12]2[C:7](=[CH:8][C:9]([C:13]([O:15][CH3:16])=[O:14])=[CH:10][CH:11]=2)[N:6]([CH2:25][C:24]2[CH:27]=[CH:28][CH:29]=[CH:30][C:23]=2[Cl:22])[C:5]=1[CH2:17][CH2:18][CH3:19])(=[O:3])[CH3:2] |f:1.2|. Procedure: To a solution of methyl 3-acetyl-2-propylindole-6-carboxylate (74 mg) in dimethylformamide (1.4 m ) was added sodium hydride (60%, 15.4 mg). The mixture was stirred at 20° C. for 30 minutes, then 2-chlorobenzyl bromide (0.045 ml) was added. After stirred for 1 hour, the mixture was diluted with ethyl acetate and washed with water and brine. The organic chase was dried over sodium sulfate and evaporated in vacuo to give methyl 3-acetyl-1-(2-chlorobenzyl)-2-propylindole-6-carboxylate (125 mg) as s... As a reaction SMILES: [CH3:1][O:2][C:3]1[CH:22]=[CH:21][C:6]([CH:7]=[CH:8][C:9]([CH:11]=[CH:12][C:13]2[CH:18]=[CH:17][C:16]([O:19][CH3:20])=[CH:15][CH:14]=2)=[O:10])=[CH:5][CH:4]=1.[H][H]>C1COCC1.CO.[Pt](=O)=O>[CH3:20][O:19][C:16]1[CH:15]=[CH:14][C:13]([CH2:12][CH2:11][C:9](=[O:10])[CH2:8][CH2:7][C:6]2[CH:21]=[CH:22][C:3]([O:2][CH3:1])=[CH:4][CH:5]=2)=[CH:18][CH:17]=1 |f:2.3|. Reactants: COC1=CC=C(C=CC(=O)C=CC2=CC=C(C=C2)OC)C=C1 (di(4-methoxybenzylidene) acetone), [H][H] (hydrogen). Reported procedure: To a solution of commercially available di(4-methoxybenzylidene) acetone (3.5 g, 12 mmol) in THF-MeOH (1:1,100 mL) was added platinum (IV) oxide (90 mg) and the resulting mixture was stirred at room temperature under 4 atmospheres of hydrogen for 19 hours. The catalyst was filtered and washed with THF, and the filtrate was concentrated in vacuo. The residue was purified by chromatography on silica gel (hexane-ethyl acetate 3:1) to provide 1,5-bis(4-methoxyphenyl)-3-pentanone (2.13 g) and the red... Product: COC1=CC=C(C=C1)CCC(CCC1=CC=C(C=C1)OC)=O (1,5-bis(4-methoxyphenyl)-3-pentanone). Run in C1CCOC1.CO (THF MeOH). Yield: 59.5%. The reagents and catalysts are [Pt](=O)=O (platinum (IV) oxide). The reactants are Cl.NCCSC1=C(SC=C1)C(=O)OC (methyl 3-[(2-aminoethyl)thio]-2-thiophenecarboxylate hydrochloride), C[O-].[Na+] (sodium methylate). Solvent: CO (methanol), C1(=CC=CC=C1)C (toluene). The product is S1CCNC(C2=C1C=CS2)=O (3,4-dihydrothieno-[2,3-f][1,4]thiazepin-5(2H)-one). RXN SMILES: Cl.[NH2:2][CH2:3][CH2:4][S:5][C:6]1[CH:10]=[CH:9][S:8][C:7]=1[C:11]([O:13]C)=O.C[O-].[Na+]>C1(C)C=CC=CC=1.CO>[S:5]1[C:6]2[CH:10]=[CH:9][S:8][C:7]=2[C:11](=[O:13])[NH:2][CH2:3][CH2:4]1 |f:0.1,2.3|. Reported procedure: 1.0 g of methyl 3-[(2-aminoethyl)thio]-2-thiophenecarboxylate hydrochloride was suspended in 20 ml of toluene under argon, whereupon 9.4 ml of 1N sodium methylate solution in methanol were added. After the reaction finished, the mixture was evaporated in vacuo and the residue was treated with 20 ml of water. The crystals were removed by filtration, washed with water and dried. By recrystallization there was obtained 3,4-dihydrothieno-[2,3-f][1,4]thiazepin-5(2H)-one as white crystals of m.p. 186°... Reactants: NC=1C=C(C(=O)C2=CNC3=CC=CC=C23)C=CC1 (3-(3-aminobenzoyl)indole), C(C)(C)N(CC)C(C)C (diisopropylethylamine), C(C(C)C)C1=CC=C(C=C1)C(Cl)C1=CC=C(C=C1)CC(C)C (bis(4-isobutylphenyl)chloromethane). Solvent: CN(C=O)C (N,N-dimethylformamide), CN(C=O)C (N,N-dimethylformamide). Reaction conditions: time 14 hour. Yields the product N1C=CC2=CC=CC=C12 (indole). Yield: 210.1%. RXN SMILES: NC1C=C(C=CC=1)C([C:7]1[C:15]2[C:10](=[CH:11][CH:12]=[CH:13][CH:14]=2)[NH:9][CH:8]=1)=O.C(N(C(C)C)CC)(C)C.C(C1C=CC(C(C2C=CC(CC(C)C)=CC=2)Cl)=CC=1)C(C)C>CN(C)C=O>[NH:9]1[C:10]2[C:15](=[CH:14][CH:13]=[CH:12][CH:11]=2)[CH:7]=[CH:8]1. Reported procedure: To a solution of 3-(3-aminobenzoyl)indole (1.2 g) in N,N-dimethylformamide (12 ml) were added diisopropylethylamine (1.77 ml) and a solution of bis(4-isobutylphenyl)chloromethane (1.92 g) in N,N-dimethylformamide (5 ml) at 25° C., and the mixture was allowed to stand at the same temperature for 14 hours. The reaction mixture was partitioned between ethyl acetate and water, and the organic layer was washed with water and brine, dried over magnesium sulfate, and evaporated. The residue was chromat... The reactants are C1(CCCCC1)C(C1CCCCC1)N (dicyclohexylmethylamine), C1(CC(C1)=O)=O (1,3-cyclobutanedione). Run in C(C)(=O)OCC (ethyl acetate). Reaction conditions: time 1 hour. The product is C1(CCCCC1)C(C1CCCCC1)[NH3+].OC1=CC(C1)=O (3-hydroxy-2-cyclobuten-1-one-dicyclohexylmethyl ammonium salt). The yield is 85.7%. As a reaction SMILES: [CH:1]1([CH:7]([NH2:14])[CH:8]2[CH2:13][CH2:12][CH2:11][CH2:10][CH2:9]2)[CH2:6][CH2:5][CH2:4][CH2:3][CH2:2]1.[C:15]1(=[O:20])[CH2:18][C:17](=[O:19])[CH2:16]1>C(OCC)(=O)C>[CH:1]1([CH:7]([NH3+:14])[CH:8]2[CH2:9][CH2:10][CH2:11][CH2:12][CH2:13]2)[CH2:6][CH2:5][CH2:4][CH2:3][CH2:2]1.[OH:20][C:15]1[CH2:18][C:17](=[O:19])[CH:16]=1 |f:3.4|. Procedure details: A solution of 4.99 g of dicyclohexylmethylamine (25.0 mmol) in 10 g of ethyl acetate was instilled in a suspension of 2.11 g of 1,3-cyclobutanedione (23.0 mmol) at 20° C. and stirred for 1 hour. After another 30 minutes of stirring at 5° C., the suspension was filtered and dried under vacuum. 5.53 g of the title product with a purity of 94.7 percent (according to HPLC), corresponding to a yield of 81.4 percent, relative to the cyclobutanedione, was obtained. Data for the title compound was: Starting materials: BrCc1ccc2ccnc(Oc3ccccc3)c2c1, O=C(NC1CCNC1=O)OCc1ccccc1. Product: O=C(NC1CCN(Cc2ccc3ccnc(Oc4ccccc4)c3c2)C1=O)OCc1ccccc1. As a reaction SMILES: [Br:1][CH2:2][c:3]1[cH:4][cH:5][c:6]2[cH:7][cH:8][n:9][c:10]([O:13][c:14]3[cH:15][cH:16][cH:17][cH:18][cH:19]3)[c:11]2[cH:12]1.[CH2:20]([c:21]1[cH:22][cH:23][cH:24][cH:25][cH:26]1)[O:27][C:28]([NH:29][CH:30]1[C:31](=[O:35])[NH:32][CH2:33][CH2:34]1)=[O:36]>>[CH2:2]([c:3]1[cH:4][cH:5][c:6]2[cH:7][cH:8][n:9][c:10]([O:13][c:14]3[cH:15][cH:16][cH:17][cH:18][cH:19]3)[c:11]2[cH:12]1)[N:32]1[C:31](=[O:35])[CH:30]([NH:29][C:28]([O:27][CH2:20][c:21]2[cH:22][cH:23][cH:24][cH:25][cH:26]2)=[O:36])[CH2:34][CH2:33]1.